Task: describe an organic reaction: reactants, conditions, products, and yield. Dataset: the Open Reaction Database (ORD), a public repository of structured organic reaction records Starting materials: [N+](=O)([O-])C1=CC=C(CP(O)(O)=O)C=C1 (4-Nitrobenzylphosphonic acid), C(C)C(CO)(CO)CC (2,2-diethyl-1,3-propanediol). The product is C(C)C1(COP(OC1)(CC1=CC=C(C=C1)[N+](=O)[O-])=O)CC (5,5-diethyl-2-(4-nitrobenzyl)-1,3,2-dioxaphosphorinan-2-oxide). Reaction SMILES: [N+:1]([C:4]1[CH:14]=[CH:13][C:7]([CH2:8][P:9](=[O:12])([OH:11])[OH:10])=[CH:6][CH:5]=1)([O-:3])=[O:2].[CH2:15]([C:17]([CH2:22][CH3:23])([CH2:20]O)[CH2:18]O)[CH3:16]>>[CH2:15]([C:17]1([CH2:22][CH3:23])[CH2:20][O:11][P:9](=[O:10])([CH2:8][C:7]2[CH:13]=[CH:14][C:4]([N+:1]([O-:3])=[O:2])=[CH:5][CH:6]=2)[O:12][CH2:18]1)[CH3:16]. Reported procedure: 4-Nitrobenzylphosphonic acid and 2,2-diethyl-1,3-propanediol were treated in the same manner as in Reference Example 20 to yield 5,5-diethyl-2-(4-nitrobenzyl)-1,3,2-dioxaphosphorinan-2-oxide, which was then recrystallized from ethanol-hexane to yield colorless prisms having a melting point of 159°-160° C.